From a dataset of the Open Reaction Database (ORD), a public repository of structured organic reaction records. describe an organic reaction: reactants, conditions, products, and yield Starting materials: CCOCCO, Nc1ccc(Cl)cc1F, N#Cc1cnc2c(oc3ccccc32)c1Cl, Cl, c1ccncc1. Yields the product N#Cc1cnc2c(oc3ccccc32)c1Nc1ccc(Cl)cc1F. As a reaction SMILES: [CH3:33][CH2:34][O:35][CH2:36][CH2:37][OH:38].[Cl:17][c:18]1[cH:19][c:20]([F:25])[c:21]([NH2:22])[cH:23][cH:24]1.[Cl:1][c:2]1[c:3]2[c:4]([n:5][cH:6][c:7]1[C:8]#[N:9])[c:10]1[c:11]([o:12]2)[cH:13][cH:14][cH:15][cH:16]1.[ClH:26].[n:27]1[cH:28][cH:29][cH:30][cH:31][cH:32]1>>[c:2]1([NH:22][c:21]2[c:20]([F:25])[cH:19][c:18]([Cl:17])[cH:24][cH:23]2)[c:3]2[c:4]([n:5][cH:6][c:7]1[C:8]#[N:9])[c:10]1[c:11]([o:12]2)[cH:13][cH:14][cH:15][cH:16]1.